Dataset: the Open Reaction Database (ORD), a public repository of structured organic reaction records. Task: describe an organic reaction: reactants, conditions, products, and yield The reactants are COC(C=CC=1C=NC(=CC1C(F)(F)F)OC)=O (3-(6-methoxy-4-trifluoromethylpyridin-3-yl)-acrylic acid methyl ester), [Li+].[OH-] (LiOH), Cl (HCl). Run in C1CCOC1 (THF). Run at time 2 hour. Yields the product COC1=CC(=C(C=N1)C=CC(=O)O)C(F)(F)F (3-(6-methoxy-4-trifluoromethylpyridin-3-yl)acrylic acid). Isolated yield 88.0%. Reaction SMILES: C[O:2][C:3](=[O:18])[CH:4]=[CH:5][C:6]1[CH:7]=[N:8][C:9]([O:16][CH3:17])=[CH:10][C:11]=1[C:12]([F:15])([F:14])[F:13].[Li+].[OH-].Cl>C1COCC1>[CH3:17][O:16][C:9]1[N:8]=[CH:7][C:6]([CH:5]=[CH:4][C:3]([OH:18])=[O:2])=[C:11]([C:12]([F:15])([F:14])[F:13])[CH:10]=1 |f:1.2|. Procedure: To a solution of 3-(6-methoxy-4-trifluoromethylpyridin-3-yl)-acrylic acid methyl ester (trans isomer, 59 mg, 0.23 mmol) in THF (2 mL) was added 1 N LiOH (2 mL). The mixture was stirred at room temperature for 2 hours, acidified to pH 5 with 3 N HCl, and extracted with EtOAc. The organic layer was dried over anhydrous magnesium sulfate and concentrated under reduced pressure to yield 3-(6-methoxy-4-trifluoromethylpyridin-3-yl)acrylic acid (50 mg, 89.6%) as a solid. Starting materials: O=C(O)CCCBr, CCN=C=NCCCN(C)C, CN(C)c1ccncc1, ClCCl, Cl, Cl, Oc1c(F)c(F)c(F)c(F)c1F. The product is O=C(CCCBr)Oc1c(F)c(F)c(F)c(F)c1F. RXN SMILES: [Br:13][CH2:14][CH2:15][CH2:16][C:17](=[O:18])[OH:19].[CH3:20][CH2:21][N:22]=[C:23]=[N:24][CH2:25][CH2:26][CH2:27][N:28]([CH3:29])[CH3:30].[CH3:33][N:34]([c:35]1[cH:36][cH:37][n:38][cH:39][cH:40]1)[CH3:41].[Cl:42][CH2:43][Cl:44].[ClH:31].[ClH:32].[F:1][c:2]1[c:3]([F:12])[c:4]([F:11])[c:5]([F:10])[c:6]([F:9])[c:7]1[OH:8]>>[F:1][c:2]1[c:3]([F:12])[c:4]([F:11])[c:5]([F:10])[c:6]([F:9])[c:7]1[O:8][C:17]([CH2:16][CH2:15][CH2:14][Br:13])=[O:18]. Reactants: N1C=C(C2=CC=CC=C12)/C=C/C(=O)C1=CC(=C(C(=C1)OC)OC)OC ((E)-3-(Indol-3-yl)-1-(3,4,5-trimethoxyphenyl)-2-propen-1-one), COC=1C=C(C(=O)Cl)C=C(C1OC)OC (3,4,5-trimethoxybenzoyl chloride). The product is COC=1C=C(C(=O)N2C=C(C3=CC=CC=C23)/C=C/C(=O)C2=CC(=C(C(=C2)OC)OC)OC)C=C(C1OC)OC ((E)-3-[1-(3,4,5-Trimethoxybenzoyl)indol-3-yl]-1-(3,4,5-trimethoxyphenyl)-2-propen-1-one). RXN SMILES: [NH:1]1[C:9]2[C:4](=[CH:5][CH:6]=[CH:7][CH:8]=2)[C:3](/[CH:10]=[CH:11]/[C:12]([C:14]2[CH:19]=[C:18]([O:20][CH3:21])[C:17]([O:22][CH3:23])=[C:16]([O:24][CH3:25])[CH:15]=2)=[O:13])=[CH:2]1.[CH3:26][O:27][C:28]1[CH:29]=[C:30]([CH:34]=[C:35]([O:39][CH3:40])[C:36]=1[O:37][CH3:38])[C:31](Cl)=[O:32]>>[CH3:40][O:39][C:35]1[CH:34]=[C:30]([CH:29]=[C:28]([O:27][CH3:26])[C:36]=1[O:37][CH3:38])[C:31]([N:1]1[C:9]2[C:4](=[CH:5][CH:6]=[CH:7][CH:8]=2)[C:3](/[CH:10]=[CH:11]/[C:12]([C:14]2[CH:19]=[C:18]([O:20][CH3:21])[C:17]([O:22][CH3:23])=[C:16]([O:24][CH3:25])[CH:15]=2)=[O:13])=[CH:2]1)=[O:32]. Procedure details: Substantially the same procedure as in Example 3 was repeated using Compound 1 (1.69 g) obtained in Example 1 and 3,4,5-trimethoxybenzoyl chloride (2.31 g) except that the obtained crude crystals were recrystallized from a mixed solvent of ethanol and acetone, to give Compound 59 (1.22) Starting materials: CC1=C(C2=CC=CC=C2C=C1)C (dimethylnaphthalene), raw material, ( 1 ), hydrocarbons, CC1=CC=CC2=C1C=CC=C2C (1,5-DMN). Yields the product CC1CCCC2=C1C=CC=C2C (1,5-DMT). RXN SMILES: CC1C=CC2C(=CC=CC=2)C=1C.[CH3:13][C:14]1[C:19]2[CH:20]=[CH:21][CH:22]=[C:23]([CH3:24])[C:18]=2[CH:17]=[CH:16][CH:15]=1>>[CH3:24][CH:23]1[C:18]2[CH:17]=[CH:16][CH:15]=[C:14]([CH3:13])[C:19]=2[CH2:20][CH2:21][CH2:22]1. Procedure: The dimethylnaphthalene isomer mixture as a raw material introduced to the distillation column (1) for purification of low boiling point materials are a mixture comprising isomers rich in 1,5-DMN, and high boiling point and low boiling point hydrocarbons, which are produced from dehydrogenation of 1,5-DMT. Further, the mixture further comprises 2,6-DMN, 1,6-DMN, 1,5-DMN and other materials, which are recycled to a distillation column after separation and purification for crystallization, in the ... Product: C12N(CC(C=C1)C2)C(=O)C2=CC=1C(=NON1)C=C2 (2-Azabicyclo[2.2.1]hept-5-en-2-yl([2,1,3]-benzoxadiazol-5-yl)methanone). Reaction SMILES: [CH:1]12[CH2:7][CH:4]([CH:5]=[CH:6]1)[C:3](=O)[NH:2]2.[H-].[H-].[H-].[H-].[Li+].[Al+3].C12CC(C=C1)CN2.[N:22]1[O:23][N:24]=[C:25]2[CH:30]=[C:29]([C:31](Cl)=[O:32])[CH:28]=[CH:27][C:26]=12>>[CH:1]12[CH2:7][CH:4]([CH:5]=[CH:6]1)[CH2:3][N:2]2[C:31]([C:29]1[CH:28]=[CH:27][C:26]2=[N:22][O:23][N:24]=[C:25]2[CH:30]=1)=[O:32] |f:1.2.3.4.5.6|. Reactants: C12NC(C(C=C1)C2)=O (2-azabicyclo[2.2.1]hept-5-en-3-one), N=1ON=C2C1C=CC(=C2)C(=O)Cl ([2,1,3]-benzoxadiazole-5-carbonylchloride), [H-].[H-].[H-].[H-].[Li+].[Al+3] (LiAlH4), C12NCC(C=C1)C2 (2-azabicyclo[2.2.1]hept-5-ene). Procedure details: Prepared from 2-azabicyclo[2.2.1]hept-5-en-3-one by reducing with LiAlH4 and then coupling the resultant 2-azabicyclo[2.2.1]hept-5-ene with [2,1,3]-benzoxadiazole-5-carbonylchloride as described for Example 7. The title product was isolated as a white solid after crystallization from MTBE/hexane: mp=106-108° C., LC-MS, MH+=242.25; 1H NMR (300 MHz, CDCl3, rotamers) δ 7.98-7.86 (m, 2H), 7.58-7.53 (m, 1H), 6.60-6.50 (m, 1H), 6.36-6.32 (m, 1H), 5.25 and 4.57 (s, total 1H), 3.67-3.62 (m, 1H), 3.39 an... Reactants: O=C([O-])[O-], CCOC(C)=O, COC(=O)C(CC1CCCC1)n1cc(C)c(C(F)(F)F)n1, Cl, [K+], [K+]. The product is Cc1cn(C(CC2CCCC2)C(=O)O)nc1C(F)(F)F. As a reaction SMILES: [C:23](=[O:24])([O-:25])[O-:26].[CH3:29][CH2:30][O:31][C:32](=[O:33])[CH3:34].[CH:2]1([CH2:7][CH:8]([C:9](=[O:10])[O:11][CH3:12])[n:13]2[n:14][c:15]([C:19]([F:20])([F:21])[F:22])[c:16]([CH3:18])[cH:17]2)[CH2:3][CH2:4][CH2:5][CH2:6]1.[ClH:1].[K+:27].[K+:28]>>[CH:2]1([CH2:7][CH:8]([C:9](=[O:10])[OH:11])[n:13]2[n:14][c:15]([C:19]([F:20])([F:21])[F:22])[c:16]([CH3:18])[cH:17]2)[CH2:3][CH2:4][CH2:5][CH2:6]1.